From a dataset of the Open Reaction Database (ORD), a public repository of structured organic reaction records. describe an organic reaction: reactants, conditions, products, and yield Starting materials: ClC1=NC(=NC(=C1)C)C1=NC=CC=C1 (4-chloro-6-methyl-2-(2-pyridinyl)pyrimidine), ClC1=C(N)C=C(C=C1)OC (2-chloro-5-methoxyaniline). The product is ClC1=C(NC2=NC(=NC(=C2)C)C2=NC=CC=C2)C=C(C=C1)OC (4-(2-Chloro-5-methoxyanilino)-6-methyl-2-(2-pyridinyl)pyrimidine), oil. The yield is 44.0%. Reaction SMILES: Cl[C:2]1[CH:7]=[C:6]([CH3:8])[N:5]=[C:4]([C:9]2[CH:14]=[CH:13][CH:12]=[CH:11][N:10]=2)[N:3]=1.[Cl:15][C:16]1[CH:22]=[CH:21][C:20]([O:23][CH3:24])=[CH:19][C:17]=1[NH2:18]>>[Cl:15][C:16]1[CH:22]=[CH:21][C:20]([O:23][CH3:24])=[CH:19][C:17]=1[NH:18][C:2]1[CH:7]=[C:6]([CH3:8])[N:5]=[C:4]([C:9]2[CH:14]=[CH:13][CH:12]=[CH:11][N:10]=2)[N:3]=1. Procedure details: The title compound was prepared from a mixture of 4-chloro-6-methyl-2-(2-pyridinyl)pyrimidine (50 mg, 0.243 mmol) and 2-chloro-5-methoxyaniline (47 mg, 0.243 mmol) similar to Example 13 and isolated as a tan oil (35 mg, 44%). 1H NMR (CDCl3): 8.82–8.80 (m, 1H), 8.47 (d, J=7.8 Hz, 1H), 7.86–7.81 (m, 1H), 7.77 (d, J=2.7 Hz, 1H), 7.41–7.36 (m, 1H), 7.36 (s, 1H), 7.30 (s, 1H), 6.68 (s, 1H), 6.65 (dd, J=2.7, 8.7 Hz, 1H), 3.85 (s, 3H), 2.55 (s, 3H). The reactants are CCc1ccc(CC(NC(=O)N2CCC(N3CCc4ccccc4NC3=O)CC2)C(=O)O)cc1CC, CCOC(=O)CN1CCC(C2CCNCC2)CC1. Product: CCOC(=O)CN1CCC(C2CCN(C(=O)C(Cc3ccc(CC)c(CC)c3)NC(=O)N3CCC(N4CCc5ccccc5NC4=O)CC3)CC2)CC1. Reaction SMILES: [CH2:1]([CH3:2])[c:3]1[cH:4][c:5]([CH2:11][CH:12]([C:13](=[O:14])[OH:15])[NH:16][C:17](=[O:18])[N:19]2[CH2:20][CH2:21][CH:22]([N:25]3[C:26](=[O:36])[NH:27][c:28]4[c:29]([cH:32][cH:33][cH:34][cH:35]4)[CH2:30][CH2:31]3)[CH2:23][CH2:24]2)[cH:6][cH:7][c:8]1[CH2:9][CH3:10].[N:37]1([CH2:49][C:50](=[O:51])[O:52][CH2:53][CH3:54])[CH2:38][CH2:39][CH:40]([CH:43]2[CH2:44][CH2:45][NH:46][CH2:47][CH2:48]2)[CH2:41][CH2:42]1>>[CH2:1]([CH3:2])[c:3]1[cH:4][c:5]([CH2:11][CH:12]([C:13](=[O:14])[N:46]2[CH2:45][CH2:44][CH:43]([CH:40]3[CH2:39][CH2:38][N:37]([CH2:49][C:50](=[O:51])[O:52][CH2:53][CH3:54])[CH2:42][CH2:41]3)[CH2:48][CH2:47]2)[NH:16][C:17](=[O:18])[N:19]2[CH2:20][CH2:21][CH:22]([N:25]3[C:26](=[O:36])[NH:27][c:28]4[c:29]([cH:32][cH:33][cH:34][cH:35]4)[CH2:30][CH2:31]3)[CH2:23][CH2:24]2)[cH:6][cH:7][c:8]1[CH2:9][CH3:10]. Reactants: O=C(n1ccnc1)n1ccnc1, C1CCOC1, C=CC1CC1(N)C(=O)OCC, Cc1ccc(S(=O)(=O)O)cc1. The product is C=CC1CC1(NC(=O)n1ccnc1)C(=O)OCC. Reaction SMILES: [C:23](=[O:24])([n:25]1[cH:26][n:27][cH:28][cH:29]1)[n:30]1[cH:31][cH:32][n:33][cH:34]1.[CH2:35]1[O:36][CH2:37][CH2:38][CH2:39]1.[NH2:12][C:13]1([C:18](=[O:19])[O:20][CH2:21][CH3:22])[CH:14]([CH:16]=[CH2:17])[CH2:15]1.[OH:1][S:2]([c:3]1[cH:4][cH:5][c:6]([CH3:7])[cH:8][cH:9]1)(=[O:10])=[O:11]>>[NH:12]([C:13]1([C:18](=[O:19])[O:20][CH2:21][CH3:22])[CH:14]([CH:16]=[CH2:17])[CH2:15]1)[C:23](=[O:24])[n:25]1[cH:26][n:27][cH:28][cH:29]1.